Dataset: the Open Reaction Database (ORD), a public repository of structured organic reaction records. Task: describe an organic reaction: reactants, conditions, products, and yield Reactants: ClC=1C2=C(N=C(N1)N1CCOCC1)N(CC2)C(C)=O (1-(4-Chloro-2-morpholin-4-yl-5,6-dihydro-pyrrolo[2,3-d]pyrimidin-7-yl)-ethanone), O (water), CC1(OB(OC1(C)C)C1=CC=NC=C1)C (4-(4,4,5,5-tetramethyl-[1,3]dioxaborolan-2-yl)-pyridine), P(=O)([O-])([O-])[O-].[K+].[K+].[K+] (potassium phosphate). Reagents/catalysts: COC=1C=CC=C(C1C=2C=CC=CC2P(C3CCCCC3)C4CCCCC4)OC (S-Phos), C(C)(=O)[O-].[Pd+2].C(C)(=O)[O-] (palladium acetate). The solvent is CN(C)C=O (DMF). Reaction conditions: temperature 100 celsius, time 3 hour. Yields the product N1(CCOCC1)C=1N=C(C2=C(N1)N(CC2)C(C)=O)C2=CC=NC=C2 (1-(2-Morpholin-4-yl-4-pyridin-4-yl-5,6-dihydro-pyrrolo[2,3-d]pyrimidin-7-yl)-ethanone). Isolated yield 112.9%. RXN SMILES: Cl[C:2]1[C:3]2[CH2:16][CH2:15][N:14]([C:17](=[O:19])[CH3:18])[C:4]=2[N:5]=[C:6]([N:8]2[CH2:13][CH2:12][O:11][CH2:10][CH2:9]2)[N:7]=1.CC1(C)C(C)(C)OB([C:28]2[CH:33]=[CH:32][N:31]=[CH:30][CH:29]=2)O1.P([O-])([O-])([O-])=O.[K+].[K+].[K+].O>CN(C=O)C.C([O-])(=O)C.[Pd+2].C([O-])(=O)C.COC1C=CC=C(OC)C=1C1C=CC=CC=1P(C1CCCCC1)C1CCCCC1>[N:8]1([C:6]2[N:7]=[C:2]([C:28]3[CH:33]=[CH:32][N:31]=[CH:30][CH:29]=3)[C:3]3[CH2:16][CH2:15][N:14]([C:17](=[O:19])[CH3:18])[C:4]=3[N:5]=2)[CH2:13][CH2:12][O:11][CH2:10][CH2:9]1 |f:2.3.4.5,8.9.10|. Procedure details: 1-(4-Chloro-2-morpholin-4-yl-5,6-dihydro-pyrrolo[2,3-d]pyrimidin-7-yl)-ethanone (J-01-D, 217 mg), 4-(4,4,5,5-tetramethyl-[1,3]dioxaborolan-2-yl)-pyridine (189 mg), palladium acetate (8.6 mg), S-Phos (32 mg) and potassium phosphate (326 mg) were suspended in DMF (7.6 ml), followed by stirring at 100° C. for 3 hours. To the reaction mixture, water (50 ml) was added, followed by extraction five times with ethyl acetate/THF (40 ml/10 ml). The combined extracts were washed with saturated aqueous sodi... Reaction SMILES: [CH2:1]([O:8][C:9]([C:11]1([N:16]([CH2:23][C:24]2[CH:29]=[CH:28][C:27]([C:30]3[CH:35]=[CH:34][CH:33]=[CH:32][C:31]=3[C:36]#[N:37])=[CH:26][CH:25]=2)[C:17](=[O:22])[CH2:18][CH2:19][CH2:20][CH3:21])[CH2:15][CH2:14][CH2:13][CH2:12]1)=[O:10])[C:2]1[CH:7]=[CH:6][CH:5]=[CH:4][CH:3]=1.C([Sn]([N:51]=[N+:52]=[N-:53])(CCCC)CCCC)CCC>CC1C=CC=CC=1C>[CH2:1]([O:8][C:9]([C:11]1([N:16]([C:17](=[O:22])[CH2:18][CH2:19][CH2:20][CH3:21])[CH2:23][C:24]2[CH:29]=[CH:28][C:27]([C:30]3[CH:35]=[CH:34][CH:33]=[CH:32][C:31]=3[C:36]3[NH:53][N:52]=[N:51][N:37]=3)=[CH:26][CH:25]=2)[CH2:15][CH2:14][CH2:13][CH2:12]1)=[O:10])[C:2]1[CH:7]=[CH:6][CH:5]=[CH:4][CH:3]=1. Reported procedure: A mixture of 3.2 g (6.5 mmol) of N-(1-benzyloxycarbonylcyclopentyl)-N-(2'-cyanobiphenyl-4-ylmethyl)-N-pentanoyl-amine, 3.3 g (9.8 mmol) of tributyltin azide and 35 ml of o-xylene is heated to reflux for 24 hours. Working-up of the mixture in a manner analogous to that described in Example 23 yields the N-(1-benzyloxycarbonylcyclopentyl)-N-pentanoyl-N-[2'-(1H-tetrazol-5-yl)biphenyl-4-ylmethyl]-amine in the form of a yellow oil [Rf : 0.37 (system S2)], which can be used for further reactions in cr... The solvent is CC=1C=CC=CC1C (o-xylene). Product: C(C1=CC=CC=C1)OC(=O)C1(CCCC1)N(CC1=CC=C(C=C1)C1=C(C=CC=C1)C1=NN=NN1)C(CCCC)=O (N-(1-benzyloxycarbonylcyclopentyl)-N-pentanoyl-N-[2'-(1H-tetrazol-5-yl)biphenyl-4-ylmethyl]-amine). Reactants: C(C1=CC=CC=C1)OC(=O)C1(CCCC1)N(C(CCCC)=O)CC1=CC=C(C=C1)C1=C(C=CC=C1)C#N (N-(1-benzyloxycarbonylcyclopentyl)-N-(2'-cyanobiphenyl-4-ylmethyl)-N-pentanoyl-amine), C(CCC)[Sn](CCCC)(CCCC)N=[N+]=[N-] (tributyltin azide).